From a dataset of the Open Reaction Database (ORD), a public repository of structured organic reaction records. describe an organic reaction: reactants, conditions, products, and yield Reactants: BrC1=CN=C2N1N=C(C=C2)NCCCC (3-bromo-N-butylimidazo[1,2-b]pyridazin-6-amine), CNC(=O)C1=CC=C(C=C1)B(O)O ((4-(methylcarbamoyl)phenyl)boronic acid), P(=O)([O-])([O-])[O-].[K+].[K+].[K+] (potassium phosphate). The reagents and catalysts are C1=CC=C(C=C1)P([C-]2C=CC=C2)C3=CC=CC=C3.C1=CC=C(C=C1)P([C-]2C=CC=C2)C3=CC=CC=C3.Cl[Pd]Cl.[Fe+2] ([1,1′-bis(diphenylphosphino)ferrocene]dichloropalladium(II)). Run in C(OC)COC.O (Dimethoxyethane water). Reaction conditions: temperature 160 celsius. The product is C(CCC)NC=1C=CC=2N(N1)C(=CN2)C2=CC=C(C(=O)NC)C=C2 (4-(6-(butylamino)imidazo[1,2-b]pyridazin-3-yl)-N-methylbenzamide). Yield: 26.8%. RXN SMILES: Br[C:2]1[N:6]2[N:7]=[C:8]([NH:11][CH2:12][CH2:13][CH2:14][CH3:15])[CH:9]=[CH:10][C:5]2=[N:4][CH:3]=1.[CH3:16][NH:17][C:18]([C:20]1[CH:25]=[CH:24][C:23](B(O)O)=[CH:22][CH:21]=1)=[O:19].P([O-])([O-])([O-])=O.[K+].[K+].[K+]>C1C=CC(P(C2C=CC=CC=2)[C-]2C=CC=C2)=CC=1.C1C=CC(P(C2C=CC=CC=2)[C-]2C=CC=C2)=CC=1.Cl[Pd]Cl.[Fe+2].C(COC)OC.O>[CH2:12]([NH:11][C:8]1[CH:9]=[CH:10][C:5]2[N:6]([C:2]([C:23]3[CH:24]=[CH:25][C:20]([C:18]([NH:17][CH3:16])=[O:19])=[CH:21][CH:22]=3)=[CH:3][N:4]=2)[N:7]=1)[CH2:13][CH2:14][CH3:15] |f:2.3.4.5,6.7.8.9,10.11|. Procedure details: To a mixture of 3-bromo-N-butylimidazo[1,2-b]pyridazin-6-amine (100 mg, 0.37 mmol), (4-(methylcarbamoyl)phenyl)boronic acid (166 mg, 0.93 mmol), [1,1′-bis(diphenylphosphino)ferrocene]dichloropalladium(II) (15 mg, 0.02 mmol) and potassium phosphate (236 mg, 1.11 mmol) was added 1:1 Dimethoxyethane/water (5 mL). The resulting mixture was heated at 160° C. (microwave) for 6 min. The reaction was then filtered and diluted with a mixture of 1:1:1 methanol/water/acetonitrile, and then filtered again. ... Starting materials: O=Cc1ccc(Cl)cc1, O=C(O)CS(=O)(=O)c1ccc(Cl)cc1. Product: O=S(=O)(C=Cc1ccc(Cl)cc1)c1ccc(Cl)cc1. RXN SMILES: [Cl:15][c:16]1[cH:17][cH:18][c:19]([CH:20]=[O:21])[cH:22][cH:23]1.[Cl:1][c:2]1[cH:3][cH:4][c:5]([S:8](=[O:9])(=[O:10])[CH2:11][C:12]([OH:13])=[O:14])[cH:6][cH:7]1>>[Cl:1][c:2]1[cH:3][cH:4][c:5]([S:8](=[O:9])(=[O:10])[CH:11]=[CH:12][c:19]2[cH:18][cH:17][c:16]([Cl:15])[cH:23][cH:22]2)[cH:6][cH:7]1. Starting materials: C(C)(=O)Cl (Acetyl chloride), CO (methanol), N=1C(=CN2C1C=CC=C2)C(C#N)O[Si](C)(C)C (2-{imidazo[1,2-a]pyridin-2-yl}-2-[(trimethylsilyl)oxy]acetonitrile). Reaction conditions: time 10 minute. The product is OC(C(=O)OC)C=1N=C2N(C=CC=C2)C1 (methyl 2-hydroxy-2-{imidazo[1,2-a]pyridin-2-yl}acetate). The yield is 80.0%. RXN SMILES: [C:1](Cl)(=[O:3])C.[N:5]1[C:6]([CH:14]([O:17][Si](C)(C)C)[C:15]#N)=[CH:7][N:8]2[CH:13]=[CH:12][CH:11]=[CH:10][C:9]=12.C[OH:23]>>[OH:17][CH:14]([C:6]1[N:5]=[C:9]2[CH:10]=[CH:11][CH:12]=[CH:13][N:8]2[CH:7]=1)[C:15]([O:3][CH3:1])=[O:23]. Procedure details: Acetyl chloride (0.79 mL, 11.1 mmol) was added to anhydrous methanol (7 mL) at 0° C. under nitrogen atmosphere. The mixture was stirred for 10 minutes before adding 2-{imidazo[1,2-a]pyridin-2-yl}-2-[(trimethylsilyl)oxy]acetonitrile (25a) (227 mg, 0.93 mmol). The mixture was stirred 45 minutes at reflux then 1 hour at room temperature. The solution was concentrated in vacuo. The saturated solution of sodium hydrogencarbonate (10 mL) was added to the residue. The aqueous layer was extracted with d... Starting materials: B, O=C(O)c1cc(F)c(Br)cc1F, CO, C1CCOC1, C1CCOC1. The product is OCc1cc(F)c(Br)cc1F. Reaction SMILES: [BH3:18].[Br:1][c:2]1[cH:3][c:4]([F:12])[c:5]([C:6](=[O:7])[OH:8])[cH:9][c:10]1[F:11].[CH3:19][OH:20].[O:13]1[CH2:14][CH2:15][CH2:16][CH2:17]1.[O:21]1[CH2:22][CH2:23][CH2:24][CH2:25]1>>[Br:1][c:2]1[cH:3][c:4]([F:12])[c:5]([CH2:6][OH:7])[cH:9][c:10]1[F:11].